describe an organic reaction: reactants, conditions, products, and yield From a dataset of the Open Reaction Database (ORD), a public repository of structured organic reaction records. The reactants are O=C([O-])[O-], OB(O)c1cc(F)cnc1Cl, COc1ncc(I)c(OC)n1, [Na+], [Na+], CC(=O)[O-], CC(=O)[O-], [Pd+2], c1ccc(P(c2ccccc2)c2ccccc2)cc1. The product is COc1ncc(-c2cc(F)cnc2Cl)c(OC)n1. Reaction SMILES: [C:23](=[O:24])([O-:25])[O-:26].[Cl:12][c:13]1[n:14][cH:15][c:16]([F:22])[cH:17][c:18]1[B:19]([OH:20])[OH:21].[I:1][c:2]1[c:3]([O:10][CH3:11])[n:4][c:5]([O:8][CH3:9])[n:6][cH:7]1.[Na+:27].[Na+:28].[O-:49][C:50]([CH3:51])=[O:52].[O-:53][C:54]([CH3:55])=[O:56].[Pd+2:48].[c:29]1([P:30]([c:31]2[cH:32][cH:33][cH:34][cH:35][cH:36]2)[c:37]2[cH:38][cH:39][cH:40][cH:41][cH:42]2)[cH:43][cH:44][cH:45][cH:46][cH:47]1>>[c:2]1(-[c:18]2[c:13]([Cl:12])[n:14][cH:15][c:16]([F:22])[cH:17]2)[c:3]([O:10][CH3:11])[n:4][c:5]([O:8][CH3:9])[n:6][cH:7]1.